describe an organic reaction: reactants, conditions, products, and yield From a dataset of the Open Reaction Database (ORD), a public repository of structured organic reaction records. Starting materials: O (water), N1C(=CC2=CC=CC=C12)C(=O)O (2-indolecarboxylic acid), C(C1=CC=CC=C1)O (benzyl alcohol), C(=O)(N1C=NC=C1)N1C=NC=C1 (carbonyldiimidazole). The solvent is C1CCOC1 (THF). The product is N1C(=CC2=CC=CC=C12)C(=O)OCC1=CC=CC=C1 (Benzyl 2-indolecarboxylate). The yield is 84.6%. RXN SMILES: [NH:1]1[C:9]2[C:4](=[CH:5][CH:6]=[CH:7][CH:8]=2)[CH:3]=[C:2]1[C:10]([OH:12])=[O:11].C(N1C=CN=C1)(N1C=CN=C1)=O.[CH2:25](O)[C:26]1[CH:31]=[CH:30][CH:29]=[CH:28][CH:27]=1.O>C1COCC1>[NH:1]1[C:9]2[C:4](=[CH:5][CH:6]=[CH:7][CH:8]=2)[CH:3]=[C:2]1[C:10]([O:12][CH2:25][C:26]1[CH:31]=[CH:30][CH:29]=[CH:28][CH:27]=1)=[O:11]. Procedure: 10.32 g of 2-indolecarboxylic acid in 70 ml of THF are placed in a three-necked flask at RT, 10.38 g of carbonyldiimidazole are added and, after the evolution of gas has ceased, 7.62 g of benzyl alcohol are then added. After refluxing for 5 hours, the mixture is poured into water and extracted with DCM, and the extracts are dried and evaporated. The crystals formed are washed with iPrOH to give 13.62 g of the expected compound: m.p.=136° C. The reactants are C(C)(C)(C)C=1C=CC(=C(C1)O)CCN(C)C (5-Tert-butyl-2-[2-(dimethylamino)ethyl]phenol), C(C1=CC=CC=C1)=O (benzaldehyde). Yields the product C(C1=CC=CC=C1)NCCC1=C(C=C(C=C1C(C)(C)C)C(C)(C)C)O (2-[2-(Benzylamino)ethyl]-3,5-di-tert-butylphenol). Reaction SMILES: [C:1]([C:5]1[CH:6]=[CH:7][C:8]([CH2:12][CH2:13][N:14]([CH3:16])C)=[C:9]([OH:11])[CH:10]=1)([CH3:4])([CH3:3])[CH3:2].C(=O)[C:18]1[CH:23]=[CH:22][CH:21]=[CH:20][CH:19]=1>>[CH2:16]([NH:14][CH2:13][CH2:12][C:8]1[C:7]([C:1]([CH3:4])([CH3:3])[CH3:2])=[CH:6][C:5]([C:1]([CH3:2])([CH3:3])[CH3:4])=[CH:10][C:9]=1[OH:11])[C:18]1[CH:19]=[CH:20][CH:21]=[CH:22][CH:23]=1. Procedure details: The product of Example 75 (0.143 g) was treated with 0.060 g (0.58 mmol) of benzaldehyde according to the procedure described in Example 3. The product was purified on a silica gel flash chromatography column eluted with 5% isopropanol in hexane. Evaporation of the purified fractions and drying in vacuo afforded the title compound. Starting materials: COc1ccc(-c2cc[nH]c2-c2ccc(OC)cc2)cc1, FC(F)(F)SCl. Yields the product COc1ccc(-c2cc(SC(F)(F)F)[nH]c2-c2ccc(OC)cc2)cc1. As a reaction SMILES: [CH3:1][O:2][c:3]1[cH:4][cH:5][c:6](-[c:9]2[nH:10][cH:11][cH:12][c:13]2-[c:14]2[cH:15][cH:16][c:17]([O:20][CH3:21])[cH:18][cH:19]2)[cH:7][cH:8]1.[F:22][C:23]([S:24][Cl:25])([F:26])[F:27]>>[CH3:1][O:2][c:3]1[cH:4][cH:5][c:6](-[c:9]2[nH:10][c:11]([S:24][C:23]([F:22])([F:26])[F:27])[cH:12][c:13]2-[c:14]2[cH:15][cH:16][c:17]([O:20][CH3:21])[cH:18][cH:19]2)[cH:7][cH:8]1. The reactants are [N-]=[N+]=[N-] (azide), 7-[3,5-bis(trifluoromethyl)phenyl]-2,3-dihydro-1-benzofuran-2-yl methyl 4-methylbenzenesulfonate, N(=[N+]=[N-])CC1OC2=C(C1)C=CC=C2C2=CC(=CC(=C2)C(F)(F)F)C(F)(F)F ((±)-2-(azidomethyl)-7-[3,5-bis(trifluoromethyl)phenyl]-2,3-dihydro-1-benzofuran), [N-]=[N+]=[N-].[Na+] (sodium azide), Intermediate 98, hydrochloride salt. The reagents and catalysts are [Pd] (palladium on carbon). Yields the product FC(C=1C=C(C=C(C1)C(F)(F)F)C1=CC=CC=2CC(OC21)CN)(F)F ((±)-1-{7-[3,5-bis(trifluoromethyl)phenyl]-2,3-dihydro-1-benzofuran-2-yl}methanamine). Isolated yield 47.0%. As a reaction SMILES: [N-]=[N+]=[N-].[Na+].[N:5]([CH2:8][CH:9]1[CH2:13][C:12]2[CH:14]=[CH:15][CH:16]=[C:17]([C:18]3[CH:23]=[C:22]([C:24]([F:27])([F:26])[F:25])[CH:21]=[C:20]([C:28]([F:31])([F:30])[F:29])[CH:19]=3)[C:11]=2[O:10]1)=[N+]=[N-].[N-]=[N+]=[N-]>[Pd]>[F:26][C:24]([F:25])([F:27])[C:22]1[CH:23]=[C:18]([C:17]2[C:11]3[O:10][CH:9]([CH2:8][NH2:5])[CH2:13][C:12]=3[CH:14]=[CH:15][CH:16]=2)[CH:19]=[C:20]([C:28]([F:29])([F:30])[F:31])[CH:21]=1 |f:0.1|. Reported procedure: Treatment of {7-[3,5-bis(trifluoromethyl)phenyl]-2,3-dihydro-1-benzofuran-2-yl methyl 4-methylbenzenesulfonate (0.75 g, 1.45 mmol) with sodium azide (0.24 g, 3.62 mmol) generally according to the procedure described for Intermediate 98 provided (±)-2-(azidomethyl)-7-[3,5-bis(trifluoromethyl)phenyl]-2,3-dihydro-1-benzofuran. Treatment of the azide with palladium on carbon (10%, 0.075 g) generally according to the procedure described for Example 1 afforded 0.270 g (47%) of (±)-1-{7-[3,5-bis(triflu... The reactants are NC=1N=NC(=C(N1)O)CCC[Si](C)(C1=CC=CC=C1)C (3-amino-5-hydroxy-6-(4-methyl-4-phenyl-4-silapentyl)-1,2,4-triazine), P12(=S)SP3(=S)SP(=S)(S1)SP(=S)(S2)S3 (phosphorus pentasulfide). The solvent is N1=CC=CC=C1 (pyridine). The product is NC=1N=NC(=C(N1)S)CCC[Si](C)(C1=CC=CC=C1)C (3-amino-5-mercapto-6-(4-methyl-4-phenyl-4-silapentyl)-1,2,4-triazine). Yield: 84.5%. RXN SMILES: [NH2:1][C:2]1[N:3]=[N:4][C:5]([CH2:9][CH2:10][CH2:11][Si:12]([CH3:20])([C:14]2[CH:19]=[CH:18][CH:17]=[CH:16][CH:15]=2)[CH3:13])=[C:6](O)[N:7]=1.P12(SP3(SP(SP(S3)(S1)=S)(=S)S2)=S)=[S:22]>N1C=CC=CC=1>[NH2:1][C:2]1[N:3]=[N:4][C:5]([CH2:9][CH2:10][CH2:11][Si:12]([CH3:20])([C:14]2[CH:19]=[CH:18][CH:17]=[CH:16][CH:15]=2)[CH3:13])=[C:6]([SH:22])[N:7]=1. Reported procedure: In a flask were placed 2.90 g (0.0105 mole) of 3-amino-5-hydroxy-6-(4-methyl-4-phenyl-4-silapentyl)-1,2,4-triazine, 8.94 g (0.0201 mole) of phosphorus pentasulfide, and 40 mL of pyridine. This mixture was heated at reflux under a nitrogen atmosphere for one hour. The reaction mixture was concentrated under reduced pressure to a volume of approximately 25 mL and then mixed with 150 mL of ice water. The resulting mixture was warmed on a steam bath for 4 hours after which it was cooled to ambient t... The reactants are OC1CNCCC12CC2, O=CC(O)CNC(=O)OCc1ccccc1, O=C(NCC(O)CN1CCC2(CC2)C(O)C1)OCc1ccccc1, CC[Si](CC)(CC)OC(CNC(=O)OCc1ccccc1)CN1CCC2(CC2)C(O[Si](CC)(CC)CC)C1, Cl. The product is CC[Si](CC)(CC)OC(CN)CN1CCC2(CC2)C(O[Si](CC)(CC)CC)C1. As a reaction SMILES: [CH2:18]1[C:19]2([CH2:20][CH2:21][NH:22][CH2:23][CH:24]2[OH:25])[CH2:26]1.[CH2:1]([O:2][C:3](=[O:4])[NH:5][CH2:6][CH:7]([OH:8])[CH:9]=[O:10])[c:11]1[cH:12][cH:13][cH:14][cH:15][cH:16]1.[CH2:27]([O:28][C:29](=[O:30])[NH:31][CH2:32][CH:33]([OH:34])[CH2:35][N:36]1[CH2:37][CH2:38][C:39]2([CH2:40][CH2:41]2)[CH:42]([OH:43])[CH2:44]1)[c:45]1[cH:46][cH:47][cH:48][cH:49][cH:50]1.[CH2:51]([O:52][C:53](=[O:54])[NH:60][CH2:61][CH:62]([CH2:63][N:64]1[CH2:65][CH:66]([O:72][Si:73]([CH2:74][CH3:75])([CH2:76][CH3:77])[CH2:78][CH3:79])[C:67]2([CH2:68][CH2:69]2)[CH2:70][CH2:71]1)[O:80][Si:81]([CH2:82][CH3:83])([CH2:84][CH3:85])[CH2:86][CH3:87])[c:55]1[cH:56][cH:57][cH:58][cH:59][cH:88]1.[ClH:17]>>[NH2:60][CH2:61][CH:62]([CH2:63][N:64]1[CH2:65][CH:66]([O:72][Si:73]([CH2:74][CH3:75])([CH2:76][CH3:77])[CH2:78][CH3:79])[C:67]2([CH2:68][CH2:69]2)[CH2:70][CH2:71]1)[O:80][Si:81]([CH2:82][CH3:83])([CH2:84][CH3:85])[CH2:86][CH3:87].